Dataset: the Open Reaction Database (ORD), a public repository of structured organic reaction records. Task: describe an organic reaction: reactants, conditions, products, and yield Reactants: C(C)(=O)N1C(C(CC1)C1=CC=CC=C1)(C(=O)OCC)C(=O)OCC (diethyl 1-acetyl-3-phenylpyrrolidine-2,2-dicarboxylate), [OH-].[K+] (potassium hydroxide). Solvent: C(C)O (ethanol). Run at temperature 0 celsius. The product is C(C)(=O)N1[C@H](C(=O)O)C(CC1)C1=CC=CC=C1 (1-acetyl-3-phenylproline). Yield: 95.0%. Reaction SMILES: [C:1]([N:4]1[CH2:8][CH2:7][CH:6]([C:9]2[CH:14]=[CH:13][CH:12]=[CH:11][CH:10]=2)[C:5]1(C(OCC)=O)[C:15]([O:17]CC)=[O:16])(=[O:3])[CH3:2].[OH-].[K+]>C(O)C>[C:1]([N:4]1[CH2:8][CH2:7][CH:6]([C:9]2[CH:14]=[CH:13][CH:12]=[CH:11][CH:10]=2)[C@H:5]1[C:15]([OH:17])=[O:16])(=[O:3])[CH3:2] |f:1.2|. Procedure: To a solution of diethyl 1-acetyl-3-phenylpyrrolidine-2,2-dicarboxylate (110.6 g, 331 mmol) in ethanol (500 ml) was added potassium hydroxide (55.7 g, 993 mmol). The reaction was allowed to stir at reflux for 8 h and was then concentrated. The residue was dissolved in water and extracted with EtOAc. The aqueous layer was cooled to 0° C., carefully acidified to pH 2-3 using conc HCl, and exhaustively extracted with EtOAc. The combined organics were dried over sodium sulfate, filtered, and concent... Starting materials: [Al+3], NC(=O)c1cccnc1Nc1cccc(Cl)c1, [H-], [H-], [H-], [H-], [Li+], [Na+], C1CCOC1, [OH-], O. The product is NCc1cccnc1Nc1cccc(Cl)c1. RXN SMILES: [Al+3:2].[Cl:7][c:8]1[cH:9][c:10]([NH:11][c:12]2[n:13][cH:14][cH:15][cH:16][c:17]2[C:18]([NH2:19])=[O:20])[cH:21][cH:22][cH:23]1.[H-:1].[H-:4].[H-:5].[H-:6].[Li+:3].[Na+:26].[O:27]1[CH2:28][CH2:29][CH2:30][CH2:31]1.[OH-:25].[OH2:24]>>[Cl:7][c:8]1[cH:9][c:10]([NH:11][c:12]2[n:13][cH:14][cH:15][cH:16][c:17]2[CH2:18][NH2:19])[cH:21][cH:22][cH:23]1. The reactants are O=C(NC(Cn1ccc(OCc2ccccc2)cc1=O)C(=O)N1CCC(N2CCCCC2)CC1)N1CCC(N2Cc3ccccc3NC2=O)CC1, CO, [H][H]. The product is O=C(NC(Cn1ccc(O)cc1=O)C(=O)N1CCC(N2CCCCC2)CC1)N1CCC(N2Cc3ccccc3NC2=O)CC1. As a reaction SMILES: [CH2:1]([c:2]1[cH:3][cH:4][cH:5][cH:6][cH:7]1)[O:8][c:9]1[cH:10][c:11](=[O:51])[n:12]([CH2:15][CH:16]([C:17](=[O:18])[N:19]2[CH2:20][CH2:21][CH:22]([N:25]3[CH2:26][CH2:27][CH2:28][CH2:29][CH2:30]3)[CH2:23][CH2:24]2)[NH:31][C:32](=[O:33])[N:34]2[CH2:35][CH2:36][CH:37]([N:40]3[C:41](=[O:50])[NH:42][c:43]4[cH:44][cH:45][cH:46][cH:47][c:48]4[CH2:49]3)[CH2:38][CH2:39]2)[cH:13][cH:14]1.[CH3:54][OH:55].[H:52][H:53]>>[OH:8][c:9]1[cH:10][c:11](=[O:51])[n:12]([CH2:15][CH:16]([C:17](=[O:18])[N:19]2[CH2:20][CH2:21][CH:22]([N:25]3[CH2:26][CH2:27][CH2:28][CH2:29][CH2:30]3)[CH2:23][CH2:24]2)[NH:31][C:32](=[O:33])[N:34]2[CH2:35][CH2:36][CH:37]([N:40]3[C:41](=[O:50])[NH:42][c:43]4[cH:44][cH:45][cH:46][cH:47][c:48]4[CH2:49]3)[CH2:38][CH2:39]2)[cH:13][cH:14]1. Starting materials: [Li]CCCC, CON(C)C(=O)c1ccc(Cl)c(S(N)(=O)=O)c1, C1CCOC1, c1ccsc1. Product: NS(=O)(=O)c1cc(C(=O)c2cccs2)ccc1Cl. RXN SMILES: [CH2:6]([Li:7])[CH2:8][CH2:9][CH3:10].[Cl:11][c:12]1[c:13]([S:24]([NH2:25])(=[O:26])=[O:27])[cH:14][c:15]([C:16](=[O:17])[N:18]([O:19][CH3:20])[CH3:21])[cH:22][cH:23]1.[O:28]1[CH2:29][CH2:30][CH2:31][CH2:32]1.[cH:1]1[cH:2][cH:3][s:4][cH:5]1>>[cH:1]1[cH:2][c:3]([C:16]([c:15]2[cH:14][c:13]([S:24]([NH2:25])(=[O:26])=[O:27])[c:12]([Cl:11])[cH:23][cH:22]2)=[O:17])[s:4][cH:5]1. Reactants: N1CCNCC1 (Piperazine), N1=C(Cl)N=C(Cl)N=C1Cl (cyanuric chloride), C([O-])([O-])=O.[Na+].[Na+] (sodium carbonate), O (water). Run in C1(=CC=CC=C1)C (toluene). Reaction conditions: time 3 hour. Product: ClC1=NC(=NC(=N1)Cl)N1CCN(CC1)C1=NC(=NC(=N1)Cl)Cl (N,N'-bis-(2,4-dichloro-1,3,5-triazin-6-yl)piperazine). Isolated yield 73.3%. As a reaction SMILES: [NH:1]1[CH2:6][CH2:5][NH:4][CH2:3][CH2:2]1.[N:7]1[C:14]([Cl:15])=[N:13][C:11]([Cl:12])=[N:10][C:8]=1Cl.C(=O)([O-])[O-].[Na+].[Na+].O>C1(C)C=CC=CC=1>[Cl:12][C:11]1[N:13]=[C:14]([Cl:15])[N:7]=[C:8]([N:1]2[CH2:6][CH2:5][N:4]([C:8]3[N:7]=[C:14]([Cl:15])[N:13]=[C:11]([Cl:12])[N:10]=3)[CH2:3][CH2:2]2)[N:10]=1 |f:2.3.4|. Reported procedure: Piperazine (8.0 g, 92.9 mmol) is added over a 20 minute period to a mixture of 34.3 g (186 mmol) of cyanuric chloride, 19.7 g of sodium carbonate, 80 ml of water and 200 ml of toluene maintained at a temperature of 5°-10° C. The reaction mixture is stirred for 3 hours at ambient temperature. The precipitate is filtered and washed with water and toluene to obtain 26.0 g (73% yield) of N,N'-bis-(2,4-dichloro-1,3,5-triazin-6-yl)piperazine. Reactants: O=C([O-])[O-], ClCCN1CCCC1, Cl, [K+], [K+], O=C1CCc2cc([N+](=O)[O-])ccc2N1, CN(C)C=O, O. The product is O=C1CCc2cc([N+](=O)[O-])ccc2N1CCN1CCCC1. As a reaction SMILES: [C:24](=[O:25])([O-:26])[O-:27].[Cl:16][CH2:17][CH2:18][N:19]1[CH2:20][CH2:21][CH2:22][CH2:23]1.[ClH:15].[K+:28].[K+:29].[N+:1](=[O:2])([O-:3])[c:4]1[cH:5][c:6]2[c:11]([cH:12][cH:13]1)[NH:10][C:9](=[O:14])[CH2:8][CH2:7]2.[O:31]=[CH:32][N:33]([CH3:34])[CH3:35].[OH2:30]>>[N+:1](=[O:2])([O-:3])[c:4]1[cH:5][c:6]2[c:11]([cH:12][cH:13]1)[N:10]([CH2:17][CH2:18][N:19]1[CH2:20][CH2:21][CH2:22][CH2:23]1)[C:9](=[O:14])[CH2:8][CH2:7]2.